From a dataset of the Open Reaction Database (ORD), a public repository of structured organic reaction records. describe an organic reaction: reactants, conditions, products, and yield Starting materials: F[B-](F)(F)F, CCOC(=O)C(=CC=C(C(=S)OCC)N(C)C)c1ccccc1, CCOC(=O)C(=CC=[N+](C)C)N(C)C, CCOC(=O)CSCc1ccccc1C, CCO. Product: CCOC(=O)C(=CC=C(C(=O)OCC)N(C)C)SCc1ccccc1C. RXN SMILES: [B-:24]([F:25])([F:26])([F:27])[F:28].[CH3:1][N:2]([CH3:3])[C:4](=[CH:5][CH:6]=[C:7]([c:8]1[cH:9][cH:10][cH:11][cH:12][cH:13]1)[C:14]([O:15][CH2:16][CH3:17])=[O:18])[C:19]([O:20][CH2:21][CH3:22])=[S:23].[CH3:29][N:30]([C:31](=[CH:32][CH:33]=[N+:34]([CH3:35])[CH3:36])[C:37](=[O:38])[O:39][CH2:40][CH3:41])[CH3:42].[CH3:43][c:44]1[c:45]([CH2:46][S:47][CH2:48][C:49](=[O:50])[O:51][CH2:52][CH3:53])[cH:54][cH:55][cH:56][cH:57]1.[CH3:58][CH2:59][OH:60]>>[CH3:29][N:30]([C:31](=[CH:32][CH:33]=[C:48]([S:47][CH2:46][c:45]1[c:44]([CH3:43])[cH:57][cH:56][cH:55][cH:54]1)[C:49](=[O:50])[O:51][CH2:52][CH3:53])[C:37](=[O:38])[O:39][CH2:40][CH3:41])[CH3:42]. The reactants are Nc1cc2cc(Br)ccc2c(Br)n1, O=C[O-], [NH4+], CN(C)C=O, c1ccc(P(c2ccccc2)(c2ccccc2)[Pd](P(c2ccccc2)(c2ccccc2)c2ccccc2)(P(c2ccccc2)(c2ccccc2)c2ccccc2)P(c2ccccc2)(c2ccccc2)c2ccccc2)cc1. Product: Nc1cc2cc(Br)ccc2cn1. Reaction SMILES: [Br:1][c:2]1[n:3][c:4]([NH2:13])[cH:5][c:6]2[cH:7][c:8]([Br:12])[cH:9][cH:10][c:11]12.[CH:14]([O-:15])=[O:16].[NH4+:17].[O:18]=[CH:19][N:20]([CH3:21])[CH3:22].[cH:23]1[cH:24][cH:25][c:26]([P:27]([Pd:28]([P:29]([c:30]2[cH:31][cH:32][cH:33][cH:34][cH:35]2)([c:36]2[cH:37][cH:38][cH:39][cH:40][cH:41]2)[c:42]2[cH:43][cH:44][cH:45][cH:46][cH:47]2)([P:48]([c:49]2[cH:50][cH:51][cH:52][cH:53][cH:54]2)([c:55]2[cH:56][cH:57][cH:58][cH:59][cH:60]2)[c:61]2[cH:62][cH:63][cH:64][cH:65][cH:66]2)[P:67]([c:68]2[cH:69][cH:70][cH:71][cH:72][cH:73]2)([c:74]2[cH:75][cH:76][cH:77][cH:78][cH:79]2)[c:80]2[cH:81][cH:82][cH:83][cH:84][cH:85]2)([c:86]2[cH:87][cH:88][cH:89][cH:90][cH:91]2)[c:92]2[cH:93][cH:94][cH:95][cH:96][cH:97]2)[cH:98][cH:99]1>>[cH:2]1[n:3][c:4]([NH2:13])[cH:5][c:6]2[cH:7][c:8]([Br:12])[cH:9][cH:10][c:11]12.